From a dataset of the Open Reaction Database (ORD), a public repository of structured organic reaction records. describe an organic reaction: reactants, conditions, products, and yield The reactants are N.O (NH3.H2O), OS(=O)(=O)O (H2SO4), BrC1=CC(=C(C(=O)NNC(N)=S)C=C1)F (2-(4-bromo-2-fluorobenzoyl)-hydrazinecarbothioamide), ice water. Run in C(CCCC)(=O)O (pentanoic acid). Run at temperature 110 celsius, time 2 hour. Yields the product BrC1=CC(=C(C=C1)C1=NN=C(S1)N)F (5-(4-Bromo-2-fluorophenyl)-1,3,4-thiadiazol-2-amine). RXN SMILES: OS(O)(=O)=O.[Br:6][C:7]1[CH:19]=[CH:18][C:10]([C:11]([NH:13][NH:14][C:15](=[S:17])[NH2:16])=O)=[C:9]([F:20])[CH:8]=1.N.O>C(O)(=O)CCCC>[Br:6][C:7]1[CH:19]=[CH:18][C:10]([C:11]2[S:17][C:15]([NH2:16])=[N:14][N:13]=2)=[C:9]([F:20])[CH:8]=1 |f:2.3|. Procedure details: H2SO4 (2 mL) was added to a solution of 2-(4-bromo-2-fluorobenzoyl)-hydrazinecarbothioamide (2.9 g, 10.0 mmol) in pentanoic acid (5 mL) and the resulting mixture was stirred at 110° Celsius for 2 hours. After cooling to rt, the reaction mixture was poured into ice-water (20 mL) and treated with NH3.H2O (15 mL). 5-(4-Bromo-2-fluorophenyl)-1,3,4-thiadiazol-2-amine was then isolated via vacuum filtration and air dried. MS (ESI): mass calcd. for C8H5BFN3OS, 272.94, m/z found, 274.1 [M+H]+. The reactants are Brc1ccccn1, C#CC(C)C, CN(C)C=O, CCOC(C)=O, CCN(C(C)C)C(C)C(C)C, [Cu]I. The product is CC(C)C#Cc1ccccn1. Reaction SMILES: [Br:1][c:2]1[cH:3][cH:4][cH:5][cH:6][n:7]1.[CH3:19][CH:20]([CH3:21])[C:22]#[CH:23].[CH3:24][N:25]([CH3:26])[CH:27]=[O:28].[CH3:29][CH2:30][O:31][C:32](=[O:33])[CH3:34].[CH:8]([CH3:9])([CH3:10])[CH:11]([CH3:12])[N:13]([CH:14]([CH3:15])[CH3:16])[CH2:17][CH3:18].[Cu:35][I:36]>>[c:2]1([C:12]#[C:11][CH:8]([CH3:9])[CH3:10])[cH:3][cH:4][cH:5][cH:6][n:7]1. Reactants: CC(C)C[AlH]CC(C)C (Dibah), Cl (hydrochloric acid), CC1=C(N=CN1C1=CC(=CC=C1)OC1=CC=CC=C1)C#N (5-methyl-1-(3-phenoxyphenyl)-imidazole-4-carbonitrile), O (water). Run in C1(=CC=CC=C1)C (toluene), C1(=CC=CC=C1)C (toluene). Conditions: temperature -70 celsius, time 2 hour. Yields the product CC1=C(N=CN1C1=CC(=CC=C1)OC1=CC=CC=C1)C=O (5-Methyl-1-(3-phenoxyphenyl)-imidazole-4-carbaldehyde). Reaction SMILES: [CH3:1][C:2]1[N:6]([C:7]2[CH:12]=[CH:11][CH:10]=[C:9]([O:13][C:14]3[CH:19]=[CH:18][CH:17]=[CH:16][CH:15]=3)[CH:8]=2)[CH:5]=[N:4][C:3]=1[C:20]#N.CC(C[AlH]CC(C)C)C.[OH2:31].Cl>C1(C)C=CC=CC=1>[CH3:1][C:2]1[N:6]([C:7]2[CH:12]=[CH:11][CH:10]=[C:9]([O:13][C:14]3[CH:19]=[CH:18][CH:17]=[CH:16][CH:15]=3)[CH:8]=2)[CH:5]=[N:4][C:3]=1[CH:20]=[O:31]. Procedure: 4.13 g of 5-methyl-1-(3-phenoxyphenyl)-imidazole-4-carbonitrile is dissolved in 200 ml of toluene. At -60° C. to -70° C., 15 ml of Dibah, 1.2 mol in toluene is instilled. It is stirred for 2 hours at -70° C., 2.5 ml of water is instilled at -70° C. and the mixture is allowed to come to room temperature. It is adjusted to pH 4 with 2N hydrochloric acid solution and the mixture is extracted with toluene and ethyl acetate. The organic phases are combined and dried on MgSO4. After purification by co... Procedure: A mixture of 35 gm (0.1 mol) of 1-phenyl-2,3,6,7-tetrahydro-4,5-bis(trimethylsilyloxy)-azepine and 750 ml of methanol was boiled for 2 hours. Thereafter, 60 gm (0.3 mol) of copper-II-acetate were added, and the mixture was boiled for 60 minutes more. Subsequently, the reaction mixture was filtered, the filtrate was evaporated, and the residue was extracted with boiling cyclohexane. The cyclohexane extract solution was evaporated, and the residue was dissolved in 250 ml of methanol, and the solut... RXN SMILES: [C:1]1([N:7]2[CH2:13][CH2:12][C:11](O[Si](C)(C)C)=[C:10](O[Si](C)(C)C)[CH2:9][CH2:8]2)[CH:6]=[CH:5][CH:4]=[CH:3][CH:2]=1.Br.Br.[NH2:26][CH2:27][C:28]([NH2:30])=[NH:29].[OH-].[Na+]>[Cu].II.CC(O)=O.CO>[NH2:30][C:28]1[CH:27]=[N:26][C:11]2[CH2:12][CH2:13][N:7]([C:1]3[CH:6]=[CH:5][CH:4]=[CH:3][CH:2]=3)[CH2:8][CH2:9][C:10]=2[N:29]=1 |f:1.2.3,4.5,6.7.8|. Run at time 2 hour. Reagents/catalysts: [Cu].II.CC(=O)O (copper II-acetate). Yields the product NC=1C=NC2=C(CCN(CC2)C2=CC=CC=C2)N1 (2Amino-7-phenyl-6,7,8,9-tetrahydro-5H-pyrazino-[2,3-d]azepine). Run in CO (methanol). Reactants: [OH-].[Na+] (sodium hydroxide), C1(=CC=CC=C1)N1CCC(=C(CC1)O[Si](C)(C)C)O[Si](C)(C)C (1-phenyl-2,3,6,7-tetrahydro-4,5-bis(trimethylsilyloxy)-azepine), ice, Br.Br.NCC(=N)N (2-amino-acetamidine dihydrobromide). Starting materials: CSCC(C)C(=O)Nc1sc(-c2cccnc2)nc1C, COc1ccc(P2(=S)SP(=S)(c3ccc(OC)cc3)S2)cc1, C1COCCO1. Yields the product CSCC(C)C(=S)Nc1sc(-c2cccnc2)nc1C. As a reaction SMILES: [CH3:1][CH:2]([C:3](=[O:4])[NH:5][c:6]1[c:7]([CH3:17])[n:8][c:9](-[c:11]2[cH:12][n:13][cH:14][cH:15][cH:16]2)[s:10]1)[CH2:18][S:19][CH3:20].[CH3:21][O:22][c:23]1[cH:24][cH:25][c:26]([P:27]2(=[S:30])[S:28][P:29]([c:31]3[cH:32][cH:33][c:34]([O:35][CH3:36])[cH:37][cH:38]3)(=[S:39])[S:40]2)[cH:41][cH:42]1.[O:43]1[CH2:44][CH2:45][O:46][CH2:47][CH2:48]1>>[CH3:1][CH:2]([C:3]([NH:5][c:6]1[c:7]([CH3:17])[n:8][c:9](-[c:11]2[cH:12][n:13][cH:14][cH:15][cH:16]2)[s:10]1)=[S:30])[CH2:18][S:19][CH3:20]. The product is CCC(C)(C)Cc1c[nH]c(C(C)(O)Cc2ccc(-c3cn[nH]c3)cc2)n1. As a reaction SMILES: [CH3:2][C:3]([CH2:4][c:5]1[n:6][c:7]([C:16]([CH2:17][c:18]2[cH:19][cH:20][c:21](-[c:24]3[cH:25][n:26][nH:27][cH:28]3)[cH:22][cH:23]2)([CH3:29])[OH:30])[n:8]([S:10]([N:11]([CH3:12])[CH3:13])(=[O:14])=[O:15])[cH:9]1)([CH2:31][CH3:32])[CH3:33].[CH3:34][OH:35].[ClH:1]>>[CH3:2][C:3]([CH2:4][c:5]1[n:6][c:7]([C:16]([CH2:17][c:18]2[cH:19][cH:20][c:21](-[c:24]3[cH:25][nH:26][n:27][cH:28]3)[cH:22][cH:23]2)([CH3:29])[OH:30])[nH:8][cH:9]1)([CH2:31][CH3:32])[CH3:33]. Reactants: CCC(C)(C)Cc1cn(S(=O)(=O)N(C)C)c(C(C)(O)Cc2ccc(-c3cn[nH]c3)cc2)n1, CO, Cl.